Dataset: the Open Reaction Database (ORD), a public repository of structured organic reaction records. Task: describe an organic reaction: reactants, conditions, products, and yield Reactants: CN1C(=C(C2=CC=CC=C12)C)C(=O)N[C@@H](C(C)C)C(=O)NC(CC(=O)OC(C)(C)C)C(CF)=O (N-[(1,3-dimethylindole-2-carbonyl)valinyl]-3-amino-4-oxo-5-fluoropentanoic acid, t-butyl ester), FC(C(=O)O)(F)F (trifluoroacetic acid). Run in C1(=CC=CC=C1)OC (anisole), C(Cl)Cl (methylene chloride). Reaction conditions: time 30 minute. The product is CN1C(=C(C2=CC=CC=C12)C)C(=O)N[C@@H](C(C)C)C(=O)NC(CC(=O)O)C(CF)=O (N-[(1,3-Dimethylindole-2-Carbonyl)Valinyl]-3-Amino-4-Oxo-5-Fluoropentanoic Acid). Isolated yield 48.2%. RXN SMILES: [CH3:1][N:2]1[C:10]2[C:5](=[CH:6][CH:7]=[CH:8][CH:9]=2)[C:4]([CH3:11])=[C:3]1[C:12]([NH:14][C@H:15]([C:19]([NH:21][CH:22]([C:31](=[O:34])[CH2:32][F:33])[CH2:23][C:24]([O:26]C(C)(C)C)=[O:25])=[O:20])[CH:16]([CH3:18])[CH3:17])=[O:13].FC(F)(F)C(O)=O>C1(OC)C=CC=CC=1.C(Cl)Cl>[CH3:1][N:2]1[C:10]2[C:5](=[CH:6][CH:7]=[CH:8][CH:9]=2)[C:4]([CH3:11])=[C:3]1[C:12]([NH:14][C@H:15]([C:19]([NH:21][CH:22]([C:31](=[O:34])[CH2:32][F:33])[CH2:23][C:24]([OH:26])=[O:25])=[O:20])[CH:16]([CH3:17])[CH3:18])=[O:13]. Reported procedure: A solution of N-[(1,3-dimethylindole-2-carbonyl)valinyl]-3-amino-4-oxo-5-fluoropentanoic acid, t-butyl ester (40 mg) in anisole (0.2 mL) and methylene chloride (2 mL) was treated with trifluoroacetic acid (1 mL), and the resultant reaction mixture was stirred for 30 minutes under a nitrogen atmosphere at room temperature. The reaction mixture was concentrated and chased with methylene chloride to give a solid. The solid was triturated with ether to yield the title product as a brown powder (17 m... Reactants: N1C[C@H](CC1)NC(OC(C)(C)C)=O (tert butyl (S)-pyrrolidin-3-ylcarbamate), ICC (iodoethane), C([O-])([O-])=O.[K+].[K+] (potassium carbonate). Solvent: C(C)#N (acetonitrile). Reaction conditions: time 17 hour. Product: C(C)N1C[C@H](CC1)NC(OC(C)(C)C)=O (tert-butyl ((S)-1-ethylpyrrolidin-3-yl)carbamate). Yield: 73.9%. As a reaction SMILES: [NH:1]1[CH2:5][CH2:4][C@H:3]([NH:6][C:7](=[O:13])[O:8][C:9]([CH3:12])([CH3:11])[CH3:10])[CH2:2]1.I[CH2:15][CH3:16].C(=O)([O-])[O-].[K+].[K+]>C(#N)C>[CH2:15]([N:1]1[CH2:5][CH2:4][C@H:3]([NH:6][C:7](=[O:13])[O:8][C:9]([CH3:10])([CH3:12])[CH3:11])[CH2:2]1)[CH3:16] |f:2.3.4|. Reported procedure: A mixture of tert butyl (S)-pyrrolidin-3-ylcarbamate (1.048 g), iodoethane (0.90 g) and potassium carbonate (1.55 g) in acetonitrile (15 mL) was stirred at room temperature for 17 hours then filtered. The filtrate was concentrated in vacuo and the residue was triturated with DCM and filtered. The filtrate was concentrated in vacuo and the residue was purified by chromatography on silica, eluting with a mixture of methanol and DCM with a gradient of 0-35% to give tert-butyl ((S)-1-ethylpyrrolidin... Starting materials: BrC=1C=NC=2N(C1)N=C(C2)C(=O)O (6-bromo-pyrazolo[1,5-a]pyrimidine-2-carboxylic acid), CS(=O)(=O)C=1C=CC=C2CCNC(C12)C (8-Methanesulfonyl-1-methyl-1,2,3,4-tetrahydro-isoquinoline). Product: BrC=1C=NC=2N(C1)N=C(C2)C(=O)N2C(C1=C(C=CC=C1CC2)S(=O)(=O)C)C ((6-Bromo-pyrazolo[1,5-a]pyrimidin-2-yl)-(8-methanesulfonyl-1-methyl-3,4-dihydro-1H-isoquinolin-2-yl)-methanone). Reaction SMILES: [Br:1][C:2]1[CH:3]=[N:4][C:5]2[N:6]([N:8]=[C:9]([C:11]([OH:13])=O)[CH:10]=2)[CH:7]=1.[CH3:14][S:15]([C:18]1[CH:19]=[CH:20][CH:21]=[C:22]2[C:27]=1[CH:26]([CH3:28])[NH:25][CH2:24][CH2:23]2)(=[O:17])=[O:16]>>[Br:1][C:2]1[CH:3]=[N:4][C:5]2[N:6]([N:8]=[C:9]([C:11]([N:25]3[CH2:24][CH2:23][C:22]4[C:27](=[C:18]([S:15]([CH3:14])(=[O:16])=[O:17])[CH:19]=[CH:20][CH:21]=4)[CH:26]3[CH3:28])=[O:13])[CH:10]=2)[CH:7]=1. Reported procedure: In close analogy to the procedure described in Example 1, 6-bromo-pyrazolo[1,5-a]pyrimidine-2-carboxylic acid is reacted with 8-Methanesulfonyl-1-methyl-1,2,3,4-tetrahydro-isoquinoline to provide the title compound in moderate yield.